This data is from the Open Reaction Database (ORD), a public repository of structured organic reaction records. The task is: describe an organic reaction: reactants, conditions, products, and yield Reactants: CC=1OC2=C(N1)C=CC=C2 (2-methylbenzoxazole), C(CCCC)I (n-pentyl iodide). Solvent: CCOCC (ether). Product: [I-].C(CCCC)[N+]1=C(OC2=C1C=CC=C2)C (3-n-pentyl-2-methylbenzoxazolium iodide). Yield: 81.7%. As a reaction SMILES: [CH3:1][C:2]1[O:3][C:4]2[CH:10]=[CH:9][CH:8]=[CH:7][C:5]=2[N:6]=1.[CH2:11]([I:16])[CH2:12][CH2:13][CH2:14][CH3:15]>CCOCC>[I-:16].[CH2:11]([N+:6]1[C:5]2[CH:7]=[CH:8][CH:9]=[CH:10][C:4]=2[O:3][C:2]=1[CH3:1])[CH2:12][CH2:13][CH2:14][CH3:15] |f:3.4|. Procedure: A stirred solution of 2-methylbenzoxazole (10 g, 75 mmol) and n-pentyl iodide (14.85 g, 75 mmol) was heated at reflux for 18 h. After cooling, the yellow-brown solid was slurried in ether, filtered off and washed with ether. The resulting solid was air dried to give 3-n-pentyl-2-methylbenzoxazolium iodide (20.3 g, 82%).